Task: describe an organic reaction: reactants, conditions, products, and yield. Dataset: the Open Reaction Database (ORD), a public repository of structured organic reaction records Reactants: [N+](=O)([O-])C1=CC=C(C=C1)OC(=O)N1C(C(OCC1=O)C)C1=CC(=C(C=C1)F)F (3-(3,4-Difluorophenyl)-2-methyl-5-oxo-morpholine-4-carboxylic acid-4-nitro-phenyl ester), CO (MeOH), 4-(cyano-4-phenyl-piperidin-1-yl]-propylamine, 3c. Solvent: C(Cl)Cl (CH2Cl2). Yields the product FC=1C=C(C=CC1F)C1N(C(COC1C)=O)C(=O)O ((+)-3-(3,4-Difluoro-phenyl)-2-methyl-5-oxo-morpholine-4-carboxylic acid). Reaction SMILES: [N+](C1C=CC([O:10][C:11]([N:13]2[C:18](=[O:19])[CH2:17][O:16][CH:15]([CH3:20])[CH:14]2[C:21]2[CH:26]=[CH:25][C:24]([F:27])=[C:23]([F:28])[CH:22]=2)=[O:12])=CC=1)([O-])=O.CO>C(Cl)Cl>[F:28][C:23]1[CH:22]=[C:21]([CH:14]2[CH:15]([CH3:20])[O:16][CH2:17][C:18](=[O:19])[N:13]2[C:11]([OH:12])=[O:10])[CH:26]=[CH:25][C:24]=1[F:27]. Procedure details: 3-(3,4-Difluorophenyl)-2-methyl-5-oxo-morpholine-4-carboxylic acid-4-nitro-phenyl ester (section II, part 1) was coupled to 3-[4-(cyano-4-phenyl-piperidin-1-yl]-propylamine in the same manner as described in section I, part 3c. White powder. M.P.=191-194° C.; Mass spec. 497 (M+1, 100%); [α]D=+23.1 (c=0.09, MeOH) Analysis calculated for C33H36N3O4F2Cl.0.35 CH2Cl2: C, 58.38; H, 5.68; N, 9.96. Found: C, 58.57; H, 6.03; N, 9.72. Starting materials: O=C([O-])O, CCOC(C)=O, CO, Clc1cccc(Cc2ccc(C3OCCO3)s2)c1, [Na+], O=C(O)CC(O)(CC(=O)O)C(=O)O. Yields the product O=Cc1ccc(Cc2cccc(Cl)c2)s1. RXN SMILES: [C:32](=[O:33])([OH:34])[O-:35].[CH3:37][CH2:38][O:39][C:40](=[O:41])[CH3:42].[CH3:43][OH:44].[Cl:1][c:2]1[cH:3][c:4]([CH2:5][c:6]2[cH:7][cH:8][c:9]([CH:11]3[O:12][CH2:15][CH2:14][O:13]3)[s:10]2)[cH:16][cH:17][cH:18]1.[Na+:36].[OH:19][C:20]([CH2:21][C:22]([C:23](=[O:24])[OH:25])([CH2:26][C:27](=[O:28])[OH:29])[OH:30])=[O:31]>>[Cl:1][c:2]1[cH:3][c:4]([CH2:5][c:6]2[cH:7][cH:8][c:9]([CH:11]=[O:12])[s:10]2)[cH:16][cH:17][cH:18]1. Starting materials: Cl (hydrochloric acid), CC1(CCC(C2=CC=CC=C12)C#N)C (1,1-dimethyl-4-cyano-tetralin), CCOCC (ether), [Mg] (magnesium), C(C)Br (ethyl bromide), CCOCC (ether). Yields the product CC1(CCC(C2=CC=CC=C12)C(CC)=O)C (1,1-dimethyl-4-propionyl-tetralin). The yield is 55.0%. As a reaction SMILES: [CH3:1][C:2]1([CH3:14])[C:11]2[C:6](=[CH:7][CH:8]=[CH:9][CH:10]=2)[CH:5]([C:12]#N)[CH2:4][CH2:3]1.[Mg].[CH2:16](Br)[CH3:17].Cl.CC[O:22]CC>>[CH3:1][C:2]1([CH3:14])[C:11]2[C:6](=[CH:7][CH:8]=[CH:9][CH:10]=2)[CH:5]([C:12](=[O:22])[CH2:16][CH3:17])[CH2:4][CH2:3]1. Procedure details: 61.8 g of 1,1-dimethyl-4-cyano-tetralin in 100 ml of absolute ether are added dropwise while stirring to a Grignard solution prepared from 600 ml of ether, 34.7 g of magnesium shavings and 166 of ethyl bromide. The mixture is held at reflux temperature for 6 hours, cooled and acidified with 10% hydrochloric acid. The aqueous phase is separated as rapidly as possible and held at reflux temperature for 1 hour. It is cooled, extracted with ether, washed neutral with water, dried over sodium sulphat... The reactants are C(C)C1=C(C(=CC(=C1)C)CC)C(C(=O)NN=CC(C)C)=O (1-[2-(2,6-diethyl-4-methylphenyl)-2-oxoacetyl]-2-(2-methyl-1-propylidene)hydrazine), CC(=O)C (acetone), C([O-])([O-])=O.[K+].[K+] (potassium carbonate), S(=O)(=O)(OC)OC (dimethyl sulfate). The solvent is C1(=CC=CC=C1)C (toluene), O (Water). Conditions: time 6 hour. The product is C(C)C1=C(C(=CC(=C1)C)CC)C(C(=O)N(N=CC(C)C)C)=O (1-[2-(2,6-diethyl-4-methylphenyl)-2-oxoacetyl]-1-methyl-2-(2-methyl-1-propylidene)hydrazine), C(C)C1=C(C(=CC(=C1)C)CC)C(C(OC)=NN=CC(C)C)=O (methyl 2-(2,6-diethyl-4-methylphenyl)-N-(2-methyl-1-propylidene)-2-oxoethanehydrazonate). As a reaction SMILES: [CH2:1]([C:3]1[CH:8]=[C:7]([CH3:9])[CH:6]=[C:5]([CH2:10][CH3:11])[C:4]=1[C:12](=[O:21])[C:13]([NH:15][N:16]=[CH:17][CH:18]([CH3:20])[CH3:19])=[O:14])[CH3:2].[CH3:22]C(C)=O.[C:26](=O)([O-])[O-].[K+].[K+].S(OC)(OC)(=O)=O>C1(C)C=CC=CC=1.O>[CH2:1]([C:3]1[CH:8]=[C:7]([CH3:9])[CH:6]=[C:5]([CH2:10][CH3:11])[C:4]=1[C:12](=[O:21])[C:13]([N:15]([CH3:22])[N:16]=[CH:17][CH:18]([CH3:19])[CH3:20])=[O:14])[CH3:2].[CH2:1]([C:3]1[CH:8]=[C:7]([CH3:9])[CH:6]=[C:5]([CH2:10][CH3:11])[C:4]=1[C:12](=[O:21])[C:13](=[N:15][N:16]=[CH:17][CH:18]([CH3:19])[CH3:20])[O:14][CH3:26])[CH3:2] |f:2.3.4|. Procedure details: To a 50 mL volume three-necked flask, 5.0 g of 1-[2-(2,6-diethyl-4-methylphenyl)-2-oxoacetyl]-2-(2-methyl-1-propylidene)hydrazine ((40-a)-(14)-4), 19 ml of acetone, 7.19 g of potassium carbonate and 2.13 ml of dimethyl sulfate were added and the mixture was stirred at room temperature for 6 hours. Water and toluene were added to the reaction mixture and the resultant was extracted. Further, aqueous layer was extracted with toluene two times. The organic layers were combined and washed with satur... Yield: 64.3%. Starting materials: C(C)(C)(C)OC([C@H]1N(CCC1)C[C@H]([C@H](CC1=CC=CC=C1)NC([C@@H](N)CC(N)=O)=O)O)=O (N-[3(S)-[[L-asparaginyl]amino]-2(R)-hydroxy-4-phenylbutyl]-L-proline tert.butyl ester), C1=C(C=CC2=CC=CC=C12)C(=O)Cl (2-naphthoyl chloride), C(C)(C)N(CC)C(C)C (diisopropylethylamine). Reported procedure: A solution of 249 mg of N-[3(S)-[[L-asparaginyl]amino]-2(R)-hydroxy-4-phenylbutyl]-L-proline tert.butyl ester, 106 mg of 2-naphthoyl chloride and 72 mg of diisopropylethylamine in 10 ml of dry dichloromethane was stirred at 20° C. for 20 hours. The gelatinous reaction mixture was partitioned between dichloromethane and water. The organic phase was evaporated and the resulting oil was crystallized from ethyl acetate/n-hexane to give 215 mg of N-[2(R)-hydroxy-3(S)-[[N-(2-naphthoyl)-L-asparaginyl]a... RXN SMILES: [C:1]([O:5][C:6](=[O:32])[C@@H:7]1[CH2:11][CH2:10][CH2:9][N:8]1[CH2:12][C@@H:13]([OH:31])[C@@H:14]([NH:22][C:23](=[O:30])[C@H:24]([CH2:26][C:27](=[O:29])[NH2:28])[NH2:25])[CH2:15][C:16]1[CH:21]=[CH:20][CH:19]=[CH:18][CH:17]=1)([CH3:4])([CH3:3])[CH3:2].[CH:33]1[C:42]2[C:37](=[CH:38][CH:39]=[CH:40][CH:41]=2)[CH:36]=[CH:35][C:34]=1[C:43](Cl)=[O:44].C(N(C(C)C)CC)(C)C>ClCCl>[C:1]([O:5][C:6](=[O:32])[C@@H:7]1[CH2:11][CH2:10][CH2:9][N:8]1[CH2:12][C@@H:13]([OH:31])[C@@H:14]([NH:22][C:23](=[O:30])[C@H:24]([CH2:26][C:27](=[O:29])[NH2:28])[NH:25][C:43]([C:34]1[CH:35]=[CH:36][C:37]2[C:42](=[CH:41][CH:40]=[CH:39][CH:38]=2)[CH:33]=1)=[O:44])[CH2:15][C:16]1[CH:17]=[CH:18][CH:19]=[CH:20][CH:21]=1)([CH3:4])([CH3:2])[CH3:3]. Product: C(C)(C)(C)OC([C@H]1N(CCC1)C[C@H]([C@H](CC1=CC=CC=C1)NC([C@@H](NC(=O)C1=CC2=CC=CC=C2C=C1)CC(N)=O)=O)O)=O (N-[2(R)-hydroxy-3(S)-[[N-(2-naphthoyl)-L-asparaginyl]amino]-4-phenylbutyl]-L-proline tert.butyl ester). The solvent is ClCCl (dichloromethane). Starting materials: C(C)(C)(C)OC(CC(N1CCOCC1)C1=CC=C(C=C1)NC(CC1=CC(=C(C=C1)NC(=O)NC1=C(C=CC=C1)C)OC)=O)=O (3-(4-{3-methoxy-4-[3-(2-methylphenyl)ureido]phenylacetylamino}phenyl)-3-(morpholin-4-yl)-propanoic acid tert-butyl ester), FC(C(=O)O)(F)F (trifluoroacetic acid), ClCCl (dichloromethane). Run at time 1 hour. Yields the product Cl.COC=1C=C(C=CC1NC(=O)NC1=C(C=CC=C1)C)CC(=O)NC1=CC=C(C=C1)C(CC(=O)O)N1CCOCC1 (3-(4-{3-Methoxy-4-[3-(2-methylphenyl)ureido]phenylacetylamino}phenyl)-3-(morpholin-4-yl)-propanoic acid hydrochloride salt). Reaction SMILES: C([O:5][C:6](=[O:44])[CH2:7][CH:8]([C:15]1[CH:20]=[CH:19][C:18]([NH:21][C:22](=[O:43])[CH2:23][C:24]2[CH:29]=[CH:28][C:27]([NH:30][C:31]([NH:33][C:34]3[CH:39]=[CH:38][CH:37]=[CH:36][C:35]=3[CH3:40])=[O:32])=[C:26]([O:41][CH3:42])[CH:25]=2)=[CH:17][CH:16]=1)[N:9]1[CH2:14][CH2:13][O:12][CH2:11][CH2:10]1)(C)(C)C.FC(F)(F)C(O)=O.[Cl:52]CCl>>[ClH:52].[CH3:42][O:41][C:26]1[CH:25]=[C:24]([CH2:23][C:22]([NH:21][C:18]2[CH:19]=[CH:20][C:15]([CH:8]([N:9]3[CH2:14][CH2:13][O:12][CH2:11][CH2:10]3)[CH2:7][C:6]([OH:44])=[O:5])=[CH:16][CH:17]=2)=[O:43])[CH:29]=[CH:28][C:27]=1[NH:30][C:31]([NH:33][C:34]1[CH:39]=[CH:38][CH:37]=[CH:36][C:35]=1[CH3:40])=[O:32] |f:3.4|. Procedure details: A mixture of 3-(4-{3-methoxy-4-[3-(2-methylphenyl)ureido]phenylacetylamino}phenyl)-3-(morpholin-4-yl)-propanoic acid tert-butyl ester [100 mg, Reference Example 11(a)] anhydrous trifluoroacetic acid (3 ml) and dichloromethane (5 ml) allowed to stand at ambient temperature for 1 hour. The reaction mixture was evaporated and the residue was partitioned between ethyl acetate and 1.0M hydrochloric acid. The aqueous layer was evaporated and the residue was triturated with a mixture of methanol and di...